Dataset: the Open Reaction Database (ORD), a public repository of structured organic reaction records. Task: describe an organic reaction: reactants, conditions, products, and yield Solvent: CO (MeOH). The reagents and catalysts are [Pd] (Pd/C). Product: CN(C(=O)C1=C(C(=C(N1C1=CC=C(C=C1)OC)C(=O)OCC)O)OP(=O)(O)O)C (ethyl 5-(dimethylcarbamoyl)-3-hydroxy-1-(4-methoxyphenyl)-4-(phosphonooxy)-1H-pyrrole-2-carboxylate). As a reaction SMILES: C([O:8][P:9]([O:19][C:20]1[C:21]([OH:43])=[C:22]([C:38]([O:40][CH2:41][CH3:42])=[O:39])[N:23]([C:30]2[CH:35]=[CH:34][C:33]([O:36][CH3:37])=[CH:32][CH:31]=2)[C:24]=1[C:25](=[O:29])[N:26]([CH3:28])[CH3:27])([O:11]CC1C=CC=CC=1)=[O:10])C1C=CC=CC=1>CO.[Pd]>[CH3:28][N:26]([CH3:27])[C:25]([C:24]1[N:23]([C:30]2[CH:35]=[CH:34][C:33]([O:36][CH3:37])=[CH:32][CH:31]=2)[C:22]([C:38]([O:40][CH2:41][CH3:42])=[O:39])=[C:21]([OH:43])[C:20]=1[O:19][P:9]([OH:10])([OH:11])=[O:8])=[O:29]. The yield is 95.3%. Reported procedure: A solution of ethyl 4-((bis(benzyloxy)phosphoryl)oxy)-5-(dimethylcarbamoyl)-3-hydroxy-1-(4-methoxyphenyl)-1H-pyrrole-2-carboxylate (26) (225 mg, 0.37 mmol) in MeOH (10 mL) was passed through a Thales ‘H-cube’ cartridge (10% Pd/C) at a flow rate of 1 mL/min at 30° C. under H2 (full H2 mode). The output was concentrated in vacuo to afford ethyl 5-(dimethylcarbamoyl)-3-hydroxy-1-(4-methoxyphenyl)-4-(phosphonooxy)-1H-pyrrole-2-carboxylate (UL1-070) (151 mg, 94%) as a pale yellow solid: m/z 429 (M+H)... Reactants: C(C1=CC=CC=C1)OP(=O)(OCC1=CC=CC=C1)OC=1C(=C(N(C1C(N(C)C)=O)C1=CC=C(C=C1)OC)C(=O)OCC)O (Ethyl 4-((bis(benzyloxy)phosphoryl)oxy)-5-(dimethylcarbamoyl)-3-hydroxy-1-(4-methoxyphenyl)-1H-pyrrole-2-carboxylate).